This data is from the Open Reaction Database (ORD), a public repository of structured organic reaction records. The task is: describe an organic reaction: reactants, conditions, products, and yield Starting materials: COC1=CC=C(C=C1)S(=O)(=O)N1CCN(CC1)CC(=O)NC1=C(C(=O)N)C=CC=C1 (2-{2-[4-(4-methoxy-benzenesulfonyl)-piperazin-1-yl]-acetylamino}-benzamide), [OH-].[Na+] (sodium hydroxide). The solvent is O1CCOCC1 (1,4-dioxane). Run at time 1 day. Yields the product COC1=CC=C(C=C1)S(=O)(=O)N1CCN(CC1)CC1=NC2=CC=CC=C2C(N1)=O (2-[4-(4-Methoxy-benzenesulfonyl)-piperazin-1-ylmethyl]-3H-quinazolin-4-one). Reaction SMILES: [CH3:1][O:2][C:3]1[CH:8]=[CH:7][C:6]([S:9]([N:12]2[CH2:17][CH2:16][N:15]([CH2:18][C:19]([NH:21][C:22]3[CH:30]=[CH:29][CH:28]=[CH:27][C:23]=3[C:24]([NH2:26])=[O:25])=O)[CH2:14][CH2:13]2)(=[O:11])=[O:10])=[CH:5][CH:4]=1.[OH-].[Na+]>O1CCOCC1>[CH3:1][O:2][C:3]1[CH:8]=[CH:7][C:6]([S:9]([N:12]2[CH2:13][CH2:14][N:15]([CH2:18][C:19]3[NH:26][C:24](=[O:25])[C:23]4[C:22](=[CH:30][CH:29]=[CH:28][CH:27]=4)[N:21]=3)[CH2:16][CH2:17]2)(=[O:10])=[O:11])=[CH:5][CH:4]=1 |f:1.2|. Reported procedure: A mixture of 2-{2-[4-(4-methoxy-benzenesulfonyl)-piperazin-1-yl]-acetylamino}-benzamide (432 mg, 1 mmol), 1N sodium hydroxide solution (5 mL) and 1,4-dioxane (5 mL) was stirred a room temperature for 1 day. The reaction mixture was concentrated to approximately half the volume and then neutralized with 1N HCl solution. The product precipitated and was collected by filtration as a white solid (306 mg, 74%). 1H NMR (400 MHz, CDCl3) δ 8.26 (dd, J=8.0, 1.3 Hz, 1H), 7.79 (t, J=8.4 Hz, 1H), 7.73 (dt, ... The reactants are C(C)N(CCN1C(C2=C(CCC1)NC(=C2C)C=O)=O)CC (5-(2-diethylamino-ethyl)-3-methyl-4-oxo-1,4,5,6,7,8-hexahydro-pyrrolo[3,2-c]azepine-2-carbaldehyde), ClC1=C(C(=CC=C1)Cl)CS(=O)(=O)C=1C=C2CC(NC2=CC1)=O (5-(2,6-dichloro-phenylmethanesulfonyl)-1,3-dihydro-indol-2-one), N1CCCCC1 (piperidine). Run in C(C)O (ethanol). Product: title compound, ClC1=C(CS(=O)(=O)C=2C=C3/C(/C(NC3=CC2)=O)=C/C2=C(C=3C(N(CCCC3N2)CCN(CC)CC)=O)C)C(=CC=C1)Cl ((Z)-2-((5-(2,6-dichlorobenzylsulfonyl)-2-oxoindolin-3-ylidene)methyl)-5-(2-(diethylamino)ethyl)-3-methyl-5,6,7,8-tetrahydro pyrrolo[3,2-c]azepin-4(1H)-one). The yield is 79.4%. Reaction SMILES: [CH2:1]([N:3]([CH2:20][CH3:21])[CH2:4][CH2:5][N:6]1[CH2:12][CH2:11][CH2:10][C:9]2[NH:13][C:14]([CH:17]=O)=[C:15]([CH3:16])[C:8]=2[C:7]1=[O:19])[CH3:2].[Cl:22][C:23]1[CH:28]=[CH:27][CH:26]=[C:25]([Cl:29])[C:24]=1[CH2:30][S:31]([C:34]1[CH:35]=[C:36]2[C:40](=[CH:41][CH:42]=1)[NH:39][C:38](=[O:43])[CH2:37]2)(=[O:33])=[O:32].N1CCCCC1>C(O)C>[Cl:22][C:23]1[CH:28]=[CH:27][CH:26]=[C:25]([Cl:29])[C:24]=1[CH2:30][S:31]([C:34]1[CH:35]=[C:36]2[C:40](=[CH:41][CH:42]=1)[NH:39][C:38](=[O:43])/[C:37]/2=[CH:17]\[C:14]1[NH:13][C:9]2[CH2:10][CH2:11][CH2:12][N:6]([CH2:5][CH2:4][N:3]([CH2:20][CH3:21])[CH2:1][CH3:2])[C:7](=[O:19])[C:8]=2[C:15]=1[CH3:16])(=[O:32])=[O:33]. Reported procedure: 5-(2-Diethylamino-ethyl)-3-methyl-4-oxo-1,4,5,6,7,8-hexahydro-pyrrolo[3,2-c]azepine-2-carbaldehyde 1j (60 mg, 0.21 mmol) and 5-(2,6-dichloro-phenylmethanesulfonyl)-1,3-dihydro-indol-2-one 64c (67 mg, 0.19 mmol) were dissolved in 3 ml of ethanol, and added with 52 μl of piperidine the solution at room temperature. Upon completion of the addition, the reaction mixture was heated to reflux for 2 hours. After thin lay chromatography showed the disappearance of starting materials, the reaction mixtur... Starting materials: COc1ccc(OC)c(CN)c1, O=C1C2CCN(C(CCc3ccccc3)C2)C1C(c1ccccc1)c1ccccc1. The product is COc1ccc(OC)c(CNC2C3CCN(C(CCc4ccccc4)C3)C2C(c2ccccc2)c2ccccc2)c1. RXN SMILES: [CH3:31][O:32][c:33]1[c:34]([CH2:35][NH2:36])[cH:37][c:38]([O:41][CH3:42])[cH:39][cH:40]1.[c:1]1([CH:7]([CH:8]2[N:9]3[CH:10]([CH2:17][CH2:18][c:19]4[cH:20][cH:21][cH:22][cH:23][cH:24]4)[CH2:11][CH:12]([C:13]2=[O:14])[CH2:15][CH2:16]3)[c:25]2[cH:26][cH:27][cH:28][cH:29][cH:30]2)[cH:2][cH:3][cH:4][cH:5][cH:6]1>>[c:1]1([CH:7]([CH:8]2[N:9]3[CH:10]([CH2:17][CH2:18][c:19]4[cH:20][cH:21][cH:22][cH:23][cH:24]4)[CH2:11][CH:12]([CH:13]2[NH:36][CH2:35][c:34]2[c:33]([O:32][CH3:31])[cH:40][cH:39][c:38]([O:41][CH3:42])[cH:37]2)[CH2:15][CH2:16]3)[c:25]2[cH:26][cH:27][cH:28][cH:29][cH:30]2)[cH:2][cH:3][cH:4][cH:5][cH:6]1.